From a dataset of the Open Reaction Database (ORD), a public repository of structured organic reaction records. describe an organic reaction: reactants, conditions, products, and yield The reactants are C(C)OC(COC1=CC=C(C2=CC=CC=C12)N(C)C(=O)OC(C)(C)C)=O ([4-(tert-butoxycarbonyl-methyl-amino)-naphthalen-1-yloxy]-acetic acid ethyl ester), C(=O)(C(F)(F)F)O (TFA). The solvent is C(Cl)Cl (CH2Cl2). Product: C(C)OC(COC1=CC=C(C2=CC=CC=C12)NC)=O ((4-Methylamino-naphthalen-1-yloxy)-acetic acid ethyl ester). As a reaction SMILES: [CH2:1]([O:3][C:4](=[O:26])[CH2:5][O:6][C:7]1[C:16]2[C:11](=[CH:12][CH:13]=[CH:14][CH:15]=2)[C:10]([N:17](C(OC(C)(C)C)=O)[CH3:18])=[CH:9][CH:8]=1)[CH3:2].C(O)(C(F)(F)F)=O>C(Cl)Cl>[CH2:1]([O:3][C:4](=[O:26])[CH2:5][O:6][C:7]1[C:16]2[C:11](=[CH:12][CH:13]=[CH:14][CH:15]=2)[C:10]([NH:17][CH3:18])=[CH:9][CH:8]=1)[CH3:2]. Reported procedure: To 3.90 g (10.9 mmol) of the above prepared [4-(tert-butoxycarbonyl-methyl-amino)-naphthalen-1-yloxy]-acetic acid ethyl ester, dissolved in 110 ml of CH2Cl2, was added via dropping funnel within 15 Min. 27.9 ml of TFA. After additional 30 Min. at RT, the bulk of the solvents was removed i. V. and the residue distributed between NaHCO3 and AcOEt. Washing with cold water and brine, drying over magnesium sulfate, and evaporation of the solvents, followed by flash chromatography (SiO2, hexane/AcOEt=... Starting materials: C(C)OC(C(CC)C=O)=O (2-formylbutyric acid ethyl ester), C(C)OC(C(CC)C=O)=O (2-Formyl-butyric acid ethyl ester), ClCCO (2-chloroethanol). The reagents and catalysts are S([O-])(O)(=O)=O.[Na+] (sodium bisulfate). Solvent: C1=CC=CC=C1 (benzene). Yields the product C(C)OC(C(=COCCCl)CC)=O (3-(2-chloroethoxy)-2-ethyl-acrylic acid ethyl ester). Isolated yield 83.6%. As a reaction SMILES: [CH2:1]([O:3][C:4](=[O:10])[CH:5]([CH:8]=[O:9])[CH2:6][CH3:7])[CH3:2].[Cl:11][CH2:12][CH2:13]O>C1C=CC=CC=1.S(=O)(=O)(O)[O-].[Na+]>[CH2:1]([O:3][C:4](=[O:10])[C:5]([CH2:6][CH3:7])=[CH:8][O:9][CH2:13][CH2:12][Cl:11])[CH3:2] |f:3.4|. Procedure details: 28.8 g 2-Formyl-butyric acid ethyl ester was refluxed in 250 ml benzene with 54 g 2-chloroethanol in the presence of 250 mg sodium bisulfate, and the water of reaction formed thereby was withdrawn continuously. Conditions analogous to those in Example 1 were maintained to produce 34.5 g 3-(2-chloroethoxy)-2-ethyl-acrylic acid ethyl ester (84% yield) boiling at 104°-107° C./2 torr. nD23 =1.4719. The compound was hydrogenated as in Example 1, and 3-(2-chloroethoxy)-2-ethylpropionic acid ethyl este... As a reaction SMILES: [F:1][C:2]1[CH:20]=[CH:19][C:5]([CH2:6][O:7][N:8]=[C:9]([C:15](=O)[CH2:16]Cl)[C:10]([O:12][CH2:13][CH3:14])=[O:11])=[CH:4][CH:3]=1.[NH2:21][C:22]([NH2:24])=[S:23].C([O-])(=O)C.[Na+].O>C(O)C.O1CCCC1>[F:1][C:2]1[CH:20]=[CH:19][C:5]([CH2:6][O:7][N:8]=[C:9]([C:15]2[N:21]=[C:22]([NH2:24])[S:23][CH:16]=2)[C:10]([O:12][CH2:13][CH3:14])=[O:11])=[CH:4][CH:3]=1 |f:2.3|. Procedure: Ethyl 2-(4-fluorobenzyloxyimino)-3-oxo-4-chlorobutyrate (syn isomer, 29.0 g.), thiourea (8.8 g.), sodium acetate (7.9 g.), water (72.5 ml.), tetrahydrofuran (60 ml.) and ethanol (72.5 ml.) were treated in a similar manner to that of Preparation 14-(2) to give ethyl 2-(4-fluorobenzyloxyimino)-2-(2-aminothiazol-4-yl)acetate (syn isomer, 28.0 g.). Run in C(C)O (ethanol), O1CCCC1 (tetrahydrofuran). Isolated yield 90.1%. Yields the product FC1=CC=C(CON=C(C(=O)OCC)C=2N=C(SC2)N)C=C1 (ethyl 2-(4-fluorobenzyloxyimino)-2-(2-aminothiazol-4-yl)acetate). The reactants are FC1=CC=C(CON=C(C(=O)OCC)C(CCl)=O)C=C1 (Ethyl 2-(4-fluorobenzyloxyimino)-3-oxo-4-chlorobutyrate), NC(=S)N (thiourea), C(C)(=O)[O-].[Na+] (sodium acetate), O (water). The reactants are C(CCC)N(C1=CC(=C(C=C1)C=CC1=C(C=C(C(=C1)C)CO[Si](C1=CC=CC=C1)(C1=CC=CC=C1)C(C)(C)C)C)OC)CCCC (dibutyl[4-[2-[4-(tert-butyldiphenylsiloxymethyl)-2,5-dimethylphenyl]vinyl]-3-methoxyphenyl]amine), [F-].C(CCC)[N+](CCCC)(CCCC)CCCC (tetrabutylammonium fluoride), O (water), C(C)(=O)OCC (ethyl acetate). Run in O1CCCC1 (tetrahydrofuran). Product: C(CCC)N(C1=CC(=C(C=C1)C=CC1=CC(=C(C=C1C)CO)C)OC)CCCC ([4-[2-(4-dibutylamino-2-methoxyphenyl)vinyl]-2,5-dimethylphenyl]methanol). The yield is 93.2%. As a reaction SMILES: [CH2:1]([N:5]([CH2:43][CH2:44][CH2:45][CH3:46])[C:6]1[CH:11]=[CH:10][C:9]([CH:12]=[CH:13][C:14]2[CH:19]=[C:18]([CH3:20])[C:17]([CH2:21][O:22][Si](C(C)(C)C)(C3C=CC=CC=3)C3C=CC=CC=3)=[CH:16][C:15]=2[CH3:40])=[C:8]([O:41][CH3:42])[CH:7]=1)[CH2:2][CH2:3][CH3:4].[F-].C([N+](CCCC)(CCCC)CCCC)CCC.O.C(OCC)(=O)C>O1CCCC1>[CH2:43]([N:5]([CH2:1][CH2:2][CH2:3][CH3:4])[C:6]1[CH:11]=[CH:10][C:9]([CH:12]=[CH:13][C:14]2[C:15]([CH3:40])=[CH:16][C:17]([CH2:21][OH:22])=[C:18]([CH3:20])[CH:19]=2)=[C:8]([O:41][CH3:42])[CH:7]=1)[CH2:44][CH2:45][CH3:46] |f:1.2|. Procedure details: In 30 ml of tetrahydrofuran was dissolved 2.7 g (4.26 mmol) of dibutyl[4-[2-[4-(tert-butyldiphenylsiloxymethyl)-2,5-dimethylphenyl]vinyl]-3-methoxyphenyl]amine, and 13.0 ml of tetrabutylammonium fluoride (1 mol solution in tetrahydrofuran) was added dropwise thereto with stirring at room temperature. The mixture was stirred for 3 hours. After the reaction mixture was poured into water, extraction with ethyl acetate, washing with a saturated saline solution, drying over anhydrous sodium sulfate, ...